This data is from the Open Reaction Database (ORD), a public repository of structured organic reaction records. The task is: describe an organic reaction: reactants, conditions, products, and yield The reactants are O=C1NC2=CC=C(C=C2C1)OCCOS(=O)(=O)C1=CC=C(C=C1)C (toluene-4-sulfonic acid 2-(2-oxo-2,3-dihydro-1H-indol-5-yloxy)-ethyl ester), FC1=CC=C(CC2CCNCC2)C=C1 (4-(4-fluorobenzyl)piperidine), C([O-])([O-])=O.[K+].[K+] (potassium carbonate). Solvent: C(C)#N (acetonitrile). Yields the product FC1=CC=C(CC2CCN(CC2)CCOC=2C=C3CC(NC3=CC2)=O)C=C1 (4-(4-Fluorobenzyl)-1-(2-(2-oxo-1,3-dihydroindol-5-oxy)ethyl)piperidine). Isolated yield 75.8%. Reaction SMILES: [O:1]=[C:2]1[CH2:10][C:9]2[C:4](=[CH:5][CH:6]=[C:7]([O:11][CH2:12][CH2:13]OS(C3C=CC(C)=CC=3)(=O)=O)[CH:8]=2)[NH:3]1.[F:25][C:26]1[CH:38]=[CH:37][C:29]([CH2:30][CH:31]2[CH2:36][CH2:35][NH:34][CH2:33][CH2:32]2)=[CH:28][CH:27]=1.C(=O)([O-])[O-].[K+].[K+]>C(#N)C>[F:25][C:26]1[CH:27]=[CH:28][C:29]([CH2:30][CH:31]2[CH2:32][CH2:33][N:34]([CH2:13][CH2:12][O:11][C:7]3[CH:8]=[C:9]4[C:4](=[CH:5][CH:6]=3)[NH:3][C:2](=[O:1])[CH2:10]4)[CH2:35][CH2:36]2)=[CH:37][CH:38]=1 |f:2.3.4|. Procedure: A suspension of toluene-4-sulfonic acid 2-(2-oxo-2,3-dihydro-1H-indol-5-yloxy)-ethyl ester (0.77 g, 2.22 mmol), 4-(4-fluorobenzyl)piperidine (1.1 g, 5.63 mmol), and potassium carbonate (2.2 g, 15.92 mmol) in acetonitrile (75 ml) was refluxed overnight under argon. The reaction mixture was cooled to room temperature and the solid was filtered off and washed with THF (3×20 ml). The filtrate was evaporated, and the solid chromatographed on silica gel eluting with 35% methanol/ethyl acetate to give ... Reactants: ClCC=1SC=C(N1)C(=O)NC1=C2C=NN(C2=CC(=C1)C1=C2C=CNC2=CC=C1)S(=O)(=O)C1=CC=CC=C1 (2-(chloromethyl)-N-[6-(1H-indol-4-yl)-1-(phenylsulfonyl)-1H-indazol-4-yl]-1,3-thiazole-4-carboxamide), Cl.CC1(CCNCC1)C (4,4-dimethylpiperidine hydrochloride), [I-].[Na+] (sodium iodide), C[Si]([O-])(C)C.[K+] (Potassium trimethylsilanolate), CCN(C(C)C)C(C)C (DIPEA), C[Si]([O-])(C)C.[K+] (potassium trimethylsilanolate). The solvent is C(C)#N (acetonitrile), C1CCOC1 (THF), C1CCOC1 (THF). Run at temperature 70 celsius, time 21 hour. The product is C(=O)O.CC1(CCN(CC1)CC=1SC=C(N1)C(=O)NC1=C2C=NNC2=CC(=C1)C1=C2C=CNC2=CC=C1)C (Formic acid 2-[(4,4-dimethyl-1-piperidinyl)methyl]-N-[6-(1H-indol-4-yl)-1H-indazol-4-yl]-1,3-thiazole-4-carboxamide). The yield is 26.4%. Reaction SMILES: Cl[CH2:2][C:3]1[S:4][CH:5]=[C:6]([C:8]([NH:10][C:11]2[CH:19]=[C:18]([C:20]3[CH:28]=[CH:27][CH:26]=[C:25]4[C:21]=3[CH:22]=[CH:23][NH:24]4)[CH:17]=[C:16]3[C:12]=2[CH:13]=[N:14][N:15]3S(C2C=CC=CC=2)(=O)=O)=[O:9])[N:7]=1.Cl.[CH3:39][C:40]1([CH3:46])[CH2:45][CH2:44][NH:43][CH2:42][CH2:41]1.CCN(C(C)C)C(C)C.[I-].[Na+].C[Si](C)(C)[O-:60].[K+]>C(#N)C.C1COCC1>[CH:8]([OH:9])=[O:60].[CH3:39][C:40]1([CH3:46])[CH2:45][CH2:44][N:43]([CH2:2][C:3]2[S:4][CH:5]=[C:6]([C:8]([NH:10][C:11]3[CH:19]=[C:18]([C:20]4[CH:28]=[CH:27][CH:26]=[C:25]5[C:21]=4[CH:22]=[CH:23][NH:24]5)[CH:17]=[C:16]4[C:12]=3[CH:13]=[N:14][NH:15]4)=[O:9])[N:7]=2)[CH2:42][CH2:41]1 |f:1.2,4.5,6.7,10.11|. Procedure: A solution of 2-(chloromethyl)-N-[6-(1H-indol-4-yl)-1-(phenylsulfonyl)-1H-indazol-4-yl]-1,3-thiazole-4-carboxamide (55 mg, 0.1 mmol) in acetonitrile (0.5 ml) was added to 4,4-dimethylpiperidine hydrochloride (0.11 mmol, available from Microchemistry Ltd). DIPEA was then added (0.026 ml, 0.15 mmol), followed by sodium iodide (13 mg). The vial was capped and the stirred solution heated to 70° C. for 18 h. Potassium trimethylsilanolate (26 mg) was dissolved in THF (0.3 ml) and added to the vessel, ... The reactants are CCOC(=O)Cc1ccc(OCOC)cc1, [H-], CI, [Na+], CN(C)C=O, O. Yields the product CCOC(=O)C(C)c1ccc(OCOC)cc1. Reaction SMILES: [CH3:1][O:2][CH2:3][O:4][c:5]1[cH:6][cH:7][c:8]([CH2:11][C:12](=[O:13])[O:14][CH2:15][CH3:16])[cH:9][cH:10]1.[H-:17].[I:19][CH3:20].[Na+:18].[O:22]=[CH:23][N:24]([CH3:25])[CH3:26].[OH2:21]>>[CH3:1][O:2][CH2:3][O:4][c:5]1[cH:6][cH:7][c:8]([CH:11]([C:12](=[O:13])[O:14][CH2:15][CH3:16])[CH3:20])[cH:9][cH:10]1. Starting materials: CCOC(=O)C1=C(C)NC(C=O)=C(C(=O)OCC)C1c1ccco1, CC(=O)[O-], CC(=O)OC(C)=O, CC(=O)O, Cl, NO, [Na+]. Yields the product CCOC(=O)C1=C(C)NC(C#N)=C(C(=O)OCC)C1c1ccco1. Reaction SMILES: [CH3:1][C:2]1=[C:7]([C:8](=[O:9])[O:10][CH2:11][CH3:12])[CH:6]([c:13]2[o:14][cH:15][cH:16][cH:17]2)[C:5]([C:18](=[O:19])[O:20][CH2:21][CH3:22])=[C:4]([CH:23]=[O:24])[NH:3]1.[CH3:29][C:30](=[O:31])[O-:32].[CH3:33][C:34]([O:35][C:36](=[O:37])[CH3:38])=[O:39].[CH3:40][C:41](=[O:42])[OH:43].[ClH:25].[NH2:26][OH:27].[Na+:28]>>[CH3:1][C:2]1=[C:7]([C:8](=[O:9])[O:10][CH2:11][CH3:12])[CH:6]([c:13]2[o:14][cH:15][cH:16][cH:17]2)[C:5]([C:18](=[O:19])[O:20][CH2:21][CH3:22])=[C:4]([C:23]#[N:26])[NH:3]1. The reactants are CC1=C(C=CC=C1)P(C1=C(C=CC=C1)C)C1=C(C=CC=C1)C (tris(2-methylphenyl)phosphine), B(OC1=CC(=C(C=C1)OCCC)C#N)([O-])[O-] (3-cyano-4-propoxyphenyl borate), C([O-])([O-])=O.[K+].[K+] (potassium carbonate), BrC=1C=CC2=C(C=C(CCS2(=O)=O)C(=O)NC2=CC=C(C=C2)CN(C2CCOCC2)C)C1 (7-bromo-N-[4-[[N-methyl-N-(tetrahydropyran-4-yl)amino]methyl]phenyl]-1,1-dioxo-2,3-dihydro-1-benzothiepine-4-carboxamide). Reagents/catalysts: C(C)(=O)[O-].[Pd+2].C(C)(=O)[O-] (palladium acetate). Run in C1(=CC=CC=C1)C.C(C)O.O (toluene ethanol water), O (water). Reaction conditions: time 30 minute. Product: C(#N)C1=C(C=C(C=C1)C=1C=CC2=C(C=C(CCS2(=O)=O)C(=O)NC2=CC=C(C=C2)CN(C2CCOCC2)C)C1)OCCC (7-(4-cyano-3-propoxyphenyl)-N-[4-[[N-methyl-N-(tetrahydropyran-4-yl)amino]methyl]phenyl]-1,1-dioxo-2,3-dihydro-1-benzothiepine-4-carboxamide). Yield: 52.6%. RXN SMILES: Br[C:2]1[CH:3]=[CH:4][C:5]2[S:11](=[O:13])(=[O:12])[CH2:10][CH2:9][C:8]([C:14]([NH:16][C:17]3[CH:22]=[CH:21][C:20]([CH2:23][N:24]([CH3:31])[CH:25]4[CH2:30][CH2:29][O:28][CH2:27][CH2:26]4)=[CH:19][CH:18]=3)=[O:15])=[CH:7][C:6]=2[CH:32]=1.B([O-])([O-])O[C:35]1[CH:40]=[CH:39][C:38]([O:41][CH2:42][CH2:43][CH3:44])=[C:37]([C:45]#[N:46])[CH:36]=1.C(=O)([O-])[O-].[K+].[K+].CC1C=CC=CC=1P(C1C=CC=CC=1C)C1C=CC=CC=1C>C([O-])(=O)C.[Pd+2].C([O-])(=O)C.O.C1(C)C=CC=CC=1.C(O)C.O>[C:45]([C:37]1[CH:36]=[CH:35][C:40]([C:2]2[CH:3]=[CH:4][C:5]3[S:11](=[O:13])(=[O:12])[CH2:10][CH2:9][C:8]([C:14]([NH:16][C:17]4[CH:18]=[CH:19][C:20]([CH2:23][N:24]([CH3:31])[CH:25]5[CH2:30][CH2:29][O:28][CH2:27][CH2:26]5)=[CH:21][CH:22]=4)=[O:15])=[CH:7][C:6]=3[CH:32]=2)=[CH:39][C:38]=1[O:41][CH2:42][CH2:43][CH3:44])#[N:46] |f:2.3.4,6.7.8,10.11.12|. Procedure details: To 7-bromo-N-[4-[[N-methyl-N-(tetrahydropyran-4-yl)amino]methyl]phenyl]-1,1-dioxo-2,3-dihydro-1-benzothiepine-4-carboxamide (400 mg) was added toluene/ethanol/water (10/1/1, 13.2 ml) and then were added 3-cyano-4-propoxyphenyl borate (205 mg) and potassium carbonate (234 mg), and the mixture was stirred at room temperature for 30 minutes. To the mixture were added palladium acetate (8.6 mg) and tris(2-methylphenyl)phosphine (22.4 mg), and the mixture was refluxed for 18 hours and cooled to room ...